From a dataset of the Open Reaction Database (ORD), a public repository of structured organic reaction records. describe an organic reaction: reactants, conditions, products, and yield Reactants: C(C(=O)C)CC(C)=O (acetonyl acetone), C1(=CC=CC=C1)C (toluene), CCOC=1C=CC(=CC1)N (p-phenetidine). Solvent: C(C)(=O)O (acetic acid). Yields the product CC=1N(C(=CC1)C)C1=CC=C(C=C1)OCC (2,5-dimethyl-1-(4-ethoxyphenyl)pyrrole). Reaction SMILES: [CH2:1]([CH2:5][C:6](=O)[CH3:7])[C:2]([CH3:4])=O.C1(C)C=CC=CC=1.[CH3:16][CH2:17][O:18][C:19]1[CH:20]=[CH:21][C:22]([NH2:25])=[CH:23][CH:24]=1>C(O)(=O)C>[CH3:7][C:6]1[N:25]([C:22]2[CH:23]=[CH:24][C:19]([O:18][CH2:17][CH3:16])=[CH:20][CH:21]=2)[C:2]([CH3:4])=[CH:1][CH:5]=1. Procedure: To a solution of acetonyl acetone (11.7 mL, 100 mmol) and toluene (750 mL) was added p-phenetidine (12.9 mL, 100 mmol) and glacial acetic acid (1 mL). The mixture was heated at reflux overnight. After cooling to rt, the mixture was concentrated in vacuo and purified by column chromatography on silica gel (15% EtOAc/hexanes) to give 2,5-dimethyl-1-(4-ethoxyphenyl)pyrrole as a pale yellow solid: 1H NMR (CDCl3, 500 MHz) δ 7.13-7.10 (m, 2H), 6.97-6.94 (m, 2H), 5.88 (br s, 2H), 4.08 (q, 2H), 2.02 (s,... Reactants: CCCCCOc1ccc(Cn2c(C)nc(Br)c2C=O)c(Cl)c1, C, C1COCCO1, CC(=O)[O-], CO, [K+], [Pd]. Yields the product CCCCCOc1ccc(Cn2c(C=O)cnc2C)c(Cl)c1. As a reaction SMILES: [Br:1][c:2]1[n:3][c:4]([CH3:23])[n:5]([CH2:9][c:10]2[c:11]([Cl:22])[cH:12][c:13]([O:16][CH2:17][CH2:18][CH2:19][CH2:20][CH3:21])[cH:14][cH:15]2)[c:6]1[CH:7]=[O:8].[C:37].[CH2:31]1[O:32][CH2:33][CH2:34][O:35][CH2:36]1.[CH3:25][C:26](=[O:27])[O-:28].[CH3:29][OH:30].[K+:24].[Pd:38]>>[cH:2]1[n:3][c:4]([CH3:23])[n:5]([CH2:9][c:10]2[c:11]([Cl:22])[cH:12][c:13]([O:16][CH2:17][CH2:18][CH2:19][CH2:20][CH3:21])[cH:14][cH:15]2)[c:6]1[CH:7]=[O:8]. Starting materials: CC(=O)O[BH-](OC(C)=O)OC(C)=O, CC(=O)O, O=Cc1ccc(C(=O)CNCCN2CCC(OC(=O)Nc3ccccc3-c3ccccc3)CC2)cc1, CC(C)O, NC(=O)C1CCNCC1, [Na+], [Na+], [Na+], O=S(=O)([O-])[O-]. The product is NC(=O)C1CCN(Cc2ccc(C(=O)CNCCN3CCC(OC(=O)Nc4ccccc4-c4ccccc4)CC3)cc2)CC1. As a reaction SMILES: [C:53]([O:54][BH-:55]([O:56][C:57](=[O:58])[CH3:59])[O:60][C:61](=[O:62])[CH3:63])(=[O:64])[CH3:65].[CH3:71][C:72](=[O:73])[OH:74].[CH:17](=[O:18])[c:19]1[cH:20][cH:21][c:22]([C:23](=[O:24])[CH2:25][NH:26][CH2:27][CH2:28][N:29]2[CH2:30][CH2:31][CH:32]([O:35][C:36]([NH:37][c:38]3[c:39](-[c:44]4[cH:45][cH:46][cH:47][cH:48][cH:49]4)[cH:40][cH:41][cH:42][cH:43]3)=[O:50])[CH2:33][CH2:34]2)[cH:51][cH:52]1.[CH:67]([OH:68])([CH3:69])[CH3:70].[NH:1]1[CH2:2][CH2:3][CH:4]([C:5](=[O:6])[NH2:7])[CH2:8][CH2:9]1.[Na+:10].[Na+:11].[Na+:66].[O-:12][S:13](=[O:14])(=[O:15])[O-:16]>>[N:1]1([CH2:17][c:19]2[cH:20][cH:21][c:22]([C:23](=[O:24])[CH2:25][NH:26][CH2:27][CH2:28][N:29]3[CH2:30][CH2:31][CH:32]([O:35][C:36]([NH:37][c:38]4[c:39](-[c:44]5[cH:45][cH:46][cH:47][cH:48][cH:49]5)[cH:40][cH:41][cH:42][cH:43]4)=[O:50])[CH2:33][CH2:34]3)[cH:51][cH:52]2)[CH2:2][CH2:3][CH:4]([C:5](=[O:6])[NH2:7])[CH2:8][CH2:9]1. Reactants: CS(=O)(=O)OCCCC1=C(N=NN1C1=CC=C(C=C1)C(=O)NCC)C(=O)NC1CC1 ((4-[(Cyclopropylamino)carbonyl]-1-{4-[(ethylamino)carbonyl]phenyl}-1H-1,2,3-triazol-5-yl)propyl methanesulfonate), [H-].[Na+] (sodium hydride). The solvent is CN(C)C=O (DMF), O (water). Reaction conditions: temperature 60 celsius, time 3 hour. Product: C1(CC1)N1C(C2=C(CCC1)N(N=N2)C2=CC=C(C(=O)NCC)C=C2)=O (4-(5-cyclopropyl-4-oxo-5,6,7,8-tetrahydro[1,2,3]triazolo[4,5-c]azepin-1(4H)-yl)-N-ethylbenzamide). The yield is 50.1%. As a reaction SMILES: CS(O[CH2:6][CH2:7][CH2:8][C:9]1[N:13]([C:14]2[CH:19]=[CH:18][C:17]([C:20]([NH:22][CH2:23][CH3:24])=[O:21])=[CH:16][CH:15]=2)[N:12]=[N:11][C:10]=1[C:25]([NH:27][CH:28]1[CH2:30][CH2:29]1)=[O:26])(=O)=O.[H-].[Na+]>CN(C=O)C.O>[CH:28]1([N:27]2[CH2:6][CH2:7][CH2:8][C:9]3[N:13]([C:14]4[CH:15]=[CH:16][C:17]([C:20]([NH:22][CH2:23][CH3:24])=[O:21])=[CH:18][CH:19]=4)[N:12]=[N:11][C:10]=3[C:25]2=[O:26])[CH2:29][CH2:30]1 |f:1.2|. Procedure: (4-[(Cyclopropylamino)carbonyl]-1-{4-[(ethylamino)carbonyl]phenyl}-1H-1,2,3-triazol-5-yl)propyl methanesulfonate (218 mg, 0.5 mmol) obtained in Example 1201a) and 60% sodium hydride (24 mg, 0.6 mmol, 1.2 eq.) were dissolved in DMF (5 ml) and the mixture was stirred at 60° C. for 3 hr. The reaction mixture was diluted with water (10 ml), and the precipitate was collected by filtration, washed with water and dried to give the title compound as a white powder (85 mg, 50.1%).